This data is from the Open Reaction Database (ORD), a public repository of structured organic reaction records. The task is: describe an organic reaction: reactants, conditions, products, and yield The reactants are Oc1cccc(Br)c1, CCOCC, FC(F)(F)c1ccc(Cl)nc1, [K+], [K+], O=C([O-])[O-], CN(C)C=O, O. The product is FC(F)(F)c1ccc(Oc2cccc(Br)c2)nc1. As a reaction SMILES: [Br:1][c:2]1[cH:3][c:4]([OH:8])[cH:5][cH:6][cH:7]1.[CH3:32][CH2:33][O:34][CH2:35][CH3:36].[Cl:9][c:10]1[n:11][cH:12][c:13]([C:16]([F:17])([F:18])[F:19])[cH:14][cH:15]1.[K+:20].[K+:21].[O-:22][C:23]([O-:24])=[O:25].[O:27]=[CH:28][N:29]([CH3:30])[CH3:31].[OH2:26]>>[Br:1][c:2]1[cH:3][c:4]([O:8][c:10]2[n:11][cH:12][c:13]([C:16]([F:17])([F:18])[F:19])[cH:14][cH:15]2)[cH:5][cH:6][cH:7]1. The reactants are ClC1=CC=C(C=C1)N1C(=NC(=C1)C(=O)OCC)CCC (ethyl 1-(4-chlorophenyl)-2-propyl-1H-imidazole-4-carboxylate), ClC1=CC=C(C=C1)N1C(=NC(=C1)C(=O)OCC)CCC (ethyl 1-(4-chlorophenyl)-2-propyl-1H-imidazole-4-carboxylate), O.[OH-].[Li+] (lithium hydroxide monohydrate). The solvent is C1CCOC1.O (THF water). Run at temperature 55 celsius, time 12 hour. Yields the product ClC1=CC=C(C=C1)N1C(=NC(=C1)C(=O)O)CCC (1-(4-chlorophenyl)-2-propyl-1H-imidazole-4-carboxylic acid). Yield: 64.0%. As a reaction SMILES: [Cl:1][C:2]1[CH:7]=[CH:6][C:5]([N:8]2[CH:12]=[C:11]([C:13]([O:15]CC)=[O:14])[N:10]=[C:9]2[CH2:18][CH2:19][CH3:20])=[CH:4][CH:3]=1.O.[OH-].[Li+]>C1COCC1.O>[Cl:1][C:2]1[CH:3]=[CH:4][C:5]([N:8]2[CH:12]=[C:11]([C:13]([OH:15])=[O:14])[N:10]=[C:9]2[CH2:18][CH2:19][CH3:20])=[CH:6][CH:7]=1 |f:1.2.3,4.5|. Procedure details: To a solution of ethyl 1-(4-chlorophenyl)-2-propyl-1H-imidazole-4-carboxylate (compound 5, 1.28 g, 4.37 mmol) in THF/water (20/20 mL) was added lithium hydroxide monohydrate at room temperature. The reaction mixture was stirred at 55° C. for 12 hrs. The mixture was washed with CH2Cl2, the aqueous layer was acidified with 1N-HCl solution (pH≈6), extracted with CH2Cl2. The organic layer was dried over anhydrous MgSO4, filtered and concentrated in vacuo. The obtained product was washed with hexane ... Starting materials: resultant mixture, O (water), resultant mixture, [H-].[Na+] (sodium hydride), BrCCCCCC(=O)OCC (ethyl 6-bromohexanoate), C1(=CC=CC=C1)C=1C=C(C=C(C1)C1=CC=CC=C1)O (3,5-diphenyl-phenol). The solvent is CN(C=O)C (dimethylformamide), CN(C=O)C (dimethylformamide). Conditions: time 5 hour. Yields the product C1(=CC=CC=C1)C=1C=C(OCCCCCC(=O)OCC)C=C(C1)C1=CC=CC=C1 (ethyl 6-(3,5-diphenyl-phenoxy)hexanoate). Isolated yield 31.7%. As a reaction SMILES: [H-].[Na+].[C:3]1([C:9]2[CH:10]=[C:11]([OH:21])[CH:12]=[C:13]([C:15]3[CH:20]=[CH:19][CH:18]=[CH:17][CH:16]=3)[CH:14]=2)[CH:8]=[CH:7][CH:6]=[CH:5][CH:4]=1.Br[CH2:23][CH2:24][CH2:25][CH2:26][CH2:27][C:28]([O:30][CH2:31][CH3:32])=[O:29].O>CN(C)C=O>[C:3]1([C:9]2[CH:10]=[C:11]([CH:12]=[C:13]([C:15]3[CH:20]=[CH:19][CH:18]=[CH:17][CH:16]=3)[CH:14]=2)[O:21][CH2:23][CH2:24][CH2:25][CH2:26][CH2:27][C:28]([O:30][CH2:31][CH3:32])=[O:29])[CH:8]=[CH:7][CH:6]=[CH:5][CH:4]=1 |f:0.1|. Procedure details: To a suspension of 0.78 g of sodium hydride (55% w/w dispersion in mineral oil) in 300 cc of dimethylformamide was added a solution of 2 g of 3,5-diphenyl-phenol in 10 cc of dimethylformamide. The mixture was stirred for 5 hours at room temperature until effervescence had stopped. 2.2 g of ethyl 6-bromohexanoate was then added and the resultant mixture stirred at room temperature overnight. The mixture was then heated for 20 hours to 40° C. After cooling, the resultant mixture was poured into 10... The reactants are BrC=1C=CC=C2C=CNC12 (7-bromo-1H-indole), C(CCC)[Sn](C=C)(CCCC)CCCC (tributyl(vinyl)tin), [Cl-].[Li+] (lithium chloride), O (water). Reagents/catalysts: C1(=CC=CC=C1)[Pd-2](C1=CC=CC=C1)(Cl)Cl (diphenyl-palladium(II) dichloride), C1(=CC=CC=C1)P(C1=CC=CC=C1)C1=CC=CC=C1 (triphenylphosphine). Run in CN(C=O)C (dimethylformamide), C(C)(=O)OCC (ethyl acetate). Run at temperature 100 celsius. Yields the product C(=C)C=1C=CC=C2C=CNC12 (7-Vinyl-1H-indole). Yield: 79.9%. RXN SMILES: Br[C:2]1[CH:3]=[CH:4][CH:5]=[C:6]2[C:10]=1[NH:9][CH:8]=[CH:7]2.[CH2:11]([Sn](CCCC)(CCCC)C=C)[CH2:12]CC.[Cl-].[Li+].O>CN(C)C=O.C1([Pd-2](Cl)(Cl)C2C=CC=CC=2)C=CC=CC=1.C1(P(C2C=CC=CC=2)C2C=CC=CC=2)C=CC=CC=1.C(OCC)(=O)C>[CH:11]([C:2]1[CH:3]=[CH:4][CH:5]=[C:6]2[C:10]=1[NH:9][CH:8]=[CH:7]2)=[CH2:12] |f:2.3|. Reported procedure: To 7-bromo-1H-indole (6.0 g, 30.6 mmol) in 150 mL of dimethylformamide was added tributyl(vinyl)tin (9.8 mL, 33.7 mmol), triphenylphosphine (0.4 g, 1.53 mmol), diphenyl-palladium(II) dichloride (1.07 g, 1.53 mmol) and lithium chloride (4.0 g, 94.4 mmol), and the resulting mixture was heated at 100° C. overnight. The reaction mixture was cooled to 20-24° C. and poured into 150 mL of water and 150 mL of ethyl acetate. The aqueous layer was washed with additional ethyl acetate (3×100 mL) and the co... Reactants: N[C@@H](CCC(O)=O)C(=O)O (Glu), N[C@@H](CCCN)C(=O)O (Orn), N[C@@H](CS)C(=O)O (Cys), N[C@@H](CCCCN)C(=O)O (Lys). Yields the product N[C@H](CC1=CC=C(C=C1)O)C(=O)O (D-Tyr), N[C@H](CC(C)C)C(=O)O (D-Leu), N[C@@H](CC1=CC=CC=C1)C(=O)O (Phe). As a reaction SMILES: [NH2:1][C@H:2]([C:5]([OH:7])=[O:6])[CH2:3]S.[NH2:8][C@H:9]([C:15]([OH:17])=[O:16])[CH2:10][CH2:11][C:12](=O)O.[NH2:18][C@H:19]([C:24]([OH:26])=[O:25])[CH2:20][CH2:21][CH2:22]N.N[C@H:28]([C:34]([OH:36])=O)[CH2:29][CH2:30][CH2:31][CH2:32]N>>[NH2:1][C@@H:2]([C:5]([OH:7])=[O:6])[CH2:3][C:30]1[CH:29]=[CH:28][C:34]([OH:36])=[CH:32][CH:31]=1.[NH2:8][C@@H:9]([C:15]([OH:17])=[O:16])[CH2:10][CH:11]([CH3:19])[CH3:12].[NH2:18][C@H:19]([C:24]([OH:26])=[O:25])[CH2:20][C:21]1[CH:11]=[CH:10][CH:9]=[CH:15][CH:22]=1. Reported procedure: (cyclo 30-33)Y1 -Y2 -Pro-Pro-Ile-Ser-Leu-Asp-Leu-Thr-D-Phe-His-Leu-Leu-Arg-Glu-R18 -Leu-R20 -Nle-R22 -R23 -Ala-R25 -Gln-Leu-Ala-R29 -R30 -Ala-R32 -R33 -R34 -Arg-R36Leu-Nle-R39 -R40 -R41 -NH2 wherein Y1 is H or Ac; Y2 is Glu, Glu-Glu, Gln-Glu, Ser-Glu-Glu or Ser-Gln-Glu; R18 is Val or Nle; R20 is Glu, D-Glu or Cys; R22 is Ala, D-Ala or Thr; R23 is Arg, Cys, Orn or Lys; R25 is Asp or Glu; R29 is Gln or Glu; R30 is Glu or Cys; R32 is His, D-His, D-Arg, imBzlD-His, D-Nal, D-Glu, D-Ala, D-Pal, D-Aph,... Reactants: ClC=1C(=CC(=C(C1)S(=O)(=O)N(C1=NC=NC=C1)CC1=C(C=C(C=C1)OC)OC)F)O[C@H]1[C@@H](CCCC1)C1=CC=NN1COCCOC (5-chloro-N-(2,4-dimethoxybenzyl)-2-fluoro-4-{[(1R,2S)-2-{1-[(2-methoxyethoxy)methyl]-1H-pyrazol-5-yl}cyclohexyl]oxy}-N-(pyrimidin-4-yl)benzenesulfonamide), C(C)[SiH](CC)CC (triethylsilane), FC(C(=O)O)(F)F (trifluoroacetic acid). Run in ClCCl (dichloromethane). Yields the product ClC=1C(=CC(=C(C1)S(=O)(=O)NC1=NC=NC=C1)F)O[C@H]1[C@@H](CCCC1)C1=CC=NN1COCCOC (5-Chloro-2-fluoro-4-{[(1R,2S)-2-{1-[(2-methoxyethoxy)methyl]-1H-pyrazol-5-yl}cyclohexyl]oxy}-N-(pyrimidin-4-yl)benzenesulfonamide). The yield is 94.6%. Reaction SMILES: [Cl:1][C:2]1[C:3]([O:30][C@@H:31]2[CH2:36][CH2:35][CH2:34][CH2:33][C@H:32]2[C:37]2[N:41]([CH2:42][O:43][CH2:44][CH2:45][O:46][CH3:47])[N:40]=[CH:39][CH:38]=2)=[CH:4][C:5]([F:29])=[C:6]([S:8]([N:11](CC2C=CC(OC)=CC=2OC)[C:12]2[CH:17]=[CH:16][N:15]=[CH:14][N:13]=2)(=[O:10])=[O:9])[CH:7]=1.C([SiH](CC)CC)C.FC(F)(F)C(O)=O>ClCCl>[Cl:1][C:2]1[C:3]([O:30][C@@H:31]2[CH2:36][CH2:35][CH2:34][CH2:33][C@H:32]2[C:37]2[N:41]([CH2:42][O:43][CH2:44][CH2:45][O:46][CH3:47])[N:40]=[CH:39][CH:38]=2)=[CH:4][C:5]([F:29])=[C:6]([S:8]([NH:11][C:12]2[CH:17]=[CH:16][N:15]=[CH:14][N:13]=2)(=[O:10])=[O:9])[CH:7]=1. Procedure: The reaction and aftertreatment were conducted in the same manner as in Example 1b by using the 5-chloro-N-(2,4-dimethoxybenzyl)-2-fluoro-4-{[(1R,2S)-2-{1-[(2-methoxyethoxy)methyl]-1H-pyrazol-5-yl}cyclohexyl]oxy}-N-(pyrimidin-4-yl)benzenesulfonamide (188 mg, 0.272 mmol) prepared in Example 159b, triethylsilane (0.20 mL), trifluoroacetic acid (1.0 mL) and dichloromethane (2.0 mL), to yield the title compound (139 mg, 95%) as a colorless oil.